Task: describe an organic reaction: reactants, conditions, products, and yield. Dataset: the Open Reaction Database (ORD), a public repository of structured organic reaction records The reactants are Cc1ccccc1, CC(=O)CC(O)CC(C)Sc1cccc(F)c1, Cc1ccc(S(=O)(=O)O)cc1. Yields the product CC(=O)C=CCC(C)Sc1cccc(F)c1. RXN SMILES: [CH3:29][c:30]1[cH:31][cH:32][cH:33][cH:34][cH:35]1.[F:1][c:2]1[cH:3][c:4]([S:8][CH:9]([CH2:10][CH:11]([CH2:12][C:13]([CH3:14])=[O:15])[OH:16])[CH3:17])[cH:5][cH:6][cH:7]1.[c:18]1([CH3:19])[cH:20][cH:21][c:22]([S:23]([OH:24])(=[O:25])=[O:26])[cH:27][cH:28]1>>[F:1][c:2]1[cH:3][c:4]([S:8][CH:9]([CH2:10][CH:11]=[CH:12][C:13]([CH3:14])=[O:15])[CH3:17])[cH:5][cH:6][cH:7]1. The reactants are O=C1CCC(=O)N1Br, ClCCCl, CCOC(=O)c1cnc2c([N+](=O)[O-])cc(C)cc2c1O. Yields the product CCOC(=O)c1cnc2c([N+](=O)[O-])cc(CBr)cc2c1O. Reaction SMILES: [Br:1][N:2]1[C:3](=[O:4])[CH2:5][CH2:6][C:7]1=[O:8].[Cl:29][CH2:30][CH2:31][Cl:32].[OH:9][c:10]1[c:11]([C:24](=[O:25])[O:26][CH2:27][CH3:28])[cH:12][n:13][c:14]2[c:15]([N+:21](=[O:22])[O-:23])[cH:16][c:17]([CH3:20])[cH:18][c:19]12>>[Br:1][CH2:20][c:17]1[cH:16][c:15]([N+:21](=[O:22])[O-:23])[c:14]2[n:13][cH:12][c:11]([C:24](=[O:25])[O:26][CH2:27][CH3:28])[c:10]([OH:9])[c:19]2[cH:18]1. The product is C1=CCC(C2CCC3(CC2)OCCO3)OC1. Reactants: C1CNC1, C=CCOC(CC=C)C1CCC2(CC1)OCCO2, ClCCl. As a reaction SMILES: [CH2:19]1[CH2:20][NH:21][CH2:22]1.[CH2:1]([CH:2]=[CH2:3])[O:4][CH:5]([CH2:6][CH:7]=[CH2:8])[CH:9]1[CH2:10][CH2:11][C:12]2([O:13][CH2:14][CH2:15][O:16]2)[CH2:17][CH2:18]1.[Cl:23][CH2:24][Cl:25]>>[CH2:1]1[O:4][CH:5]([CH:9]2[CH2:10][CH2:11][C:12]3([O:13][CH2:14][CH2:15][O:16]3)[CH2:17][CH2:18]2)[CH2:6][CH:7]=[CH:8]1. Reactants: C(CC1=CC=CC=C1)Br (phenethyl bromide), [H-].[Na+] (NaH), C1CCOC1 (THF), COC(C1=CC=C(C=C1)O)=O (4-hydroxybenzoic acid methyl ester). The solvent is O (H2O), CN(C=O)C (dimethylformamide). Reaction conditions: temperature 0 celsius, time 24 hour. Product: COC(C1=CC=C(C=C1)OCCC1=CC=CC=C1)=O (4-Phenethyloxybenzoic acid methyl ester). The yield is 29.7%. RXN SMILES: [H-].[Na+].C1COCC1.[CH3:8][O:9][C:10](=[O:18])[C:11]1[CH:16]=[CH:15][C:14]([OH:17])=[CH:13][CH:12]=1.[CH2:19](Br)[CH2:20][C:21]1[CH:26]=[CH:25][CH:24]=[CH:23][CH:22]=1>O.CN(C)C=O>[CH3:8][O:9][C:10](=[O:18])[C:11]1[CH:16]=[CH:15][C:14]([O:17][CH2:19][CH2:20][C:21]2[CH:26]=[CH:25][CH:24]=[CH:23][CH:22]=2)=[CH:13][CH:12]=1 |f:0.1|. Procedure: NaH (60%) (4.400 g, 120.0 mmol) was added to freshly distilled THF chilled to 0° C., followed by 4-hydroxybenzoic acid methyl ester 9 (15.215 g, 100.0 mmol). After H2 evolution ceased, dimethylformamide (DMF) (20 ml) was added clearing the cloudy solution followed by phenethyl bromide 8 (16.39 ml, 120.0 mmol), and the mixture was stirred at 80° C. for 24 hours. Upon cooling, the mixture was poured into H2O and extracted. The organic extracts were combined, washed, dried, and evaporated. The resi... Yields the product C[Si](C)(C)N=S(C)(=O)c1ccccc1. RXN SMILES: [CH3:11][Si:12]([CH3:13])([CH3:14])[N:15]([CH2:16][CH3:17])[CH2:18][CH3:19].[CH3:1][S:2](=[O:3])(=[NH:4])[c:5]1[cH:6][cH:7][cH:8][cH:9][cH:10]1.[CH3:20][C:21]#[N:22]>>[CH3:1][S:2](=[O:3])(=[N:4][Si:12]([CH3:11])([CH3:13])[CH3:14])[c:5]1[cH:6][cH:7][cH:8][cH:9][cH:10]1. Reactants: CCN(CC)[Si](C)(C)C, CS(=N)(=O)c1ccccc1, CC#N.